This data is from the Open Reaction Database (ORD), a public repository of structured organic reaction records. The task is: describe an organic reaction: reactants, conditions, products, and yield The reactants are COc1ccc(S(=O)(=O)N2CC(C(=O)O)c3ccccc32)c2ccccc12, CN1CCCC1CCN, ClCCl, O, On1nnc2ccccc21. Yields the product COc1ccc(S(=O)(=O)N2CC(C(=O)NCCC3CCCN3C)c3ccccc32)c2ccccc12. As a reaction SMILES: [CH3:1][O:2][c:3]1[cH:4][cH:5][c:6]([S:13](=[O:14])(=[O:15])[N:16]2[CH2:17][CH:18]([C:25](=[O:26])[OH:27])[c:19]3[cH:20][cH:21][cH:22][cH:23][c:24]32)[c:7]2[cH:8][cH:9][cH:10][cH:11][c:12]12.[CH3:38][N:39]1[CH:40]([CH2:44][CH2:45][NH2:46])[CH2:41][CH2:42][CH2:43]1.[Cl:48][CH2:49][Cl:50].[OH2:47].[OH:28][n:29]1[c:30]2[cH:31][cH:32][cH:33][cH:34][c:35]2[n:36][n:37]1>>[CH3:1][O:2][c:3]1[cH:4][cH:5][c:6]([S:13](=[O:14])(=[O:15])[N:16]2[CH2:17][CH:18]([C:25](=[O:27])[NH:46][CH2:45][CH2:44][CH:40]3[N:39]([CH3:38])[CH2:43][CH2:42][CH2:41]3)[c:19]3[cH:20][cH:21][cH:22][cH:23][c:24]32)[c:7]2[cH:8][cH:9][cH:10][cH:11][c:12]12. Reactants: [N+](=O)([O-])C=1C=C2C(=CNC2=CC1)CC(C)[N+](=O)[O-] (5-nitro-3-(2-nitropropyl)indole). Reagents/catalysts: O=[Pt]=O (PtO2). Solvent: CCO (EtOH). Product: NC=1C=C2C(=CNC2=CC1)CC(C)[N+](=O)[O-] (5-Amino-3-(2-nitropropyl)indole). Isolated yield 68.4%. Reaction SMILES: [N+:1]([C:4]1[CH:5]=[C:6]2[C:10](=[CH:11][CH:12]=1)[NH:9][CH:8]=[C:7]2[CH2:13][CH:14]([N+:16]([O-:18])=[O:17])[CH3:15])([O-])=O>CCO.O=[Pt]=O>[NH2:1][C:4]1[CH:5]=[C:6]2[C:10](=[CH:11][CH:12]=1)[NH:9][CH:8]=[C:7]2[CH2:13][CH:14]([N+:16]([O-:18])=[O:17])[CH3:15]. Procedure: A solution of 1.5 g (0.006 mole) of 5-nitro-3-(2-nitropropyl)indole in 150 ml of EtOH treated with 100 mg of PtO2 was hydrogenated (Parr) for 15 minutes. The catalyst was filtered and solvent removed in vacuo to give a yellow product which solidified on standing. Recrystallization from EtOH afforded 0.9 g (70%) of desired product: m.p. 120°-121.5°. Reactants: C(C1=CC=CC=C1)(=O)NC(C(=O)O)SC(C1=CC=CC=C1)=O (N-benzoyl-α-(benzoylthio)-glycine), C1(CCCCC1)N=C=NC1CCCCC1 (dicyclohexylcarbodiimide), C(C)(C)(C)N[C@@H](C)C(=O)N1[C@H](C(=O)O)CCC1 (tert.-butyl alanylproline), C1(CCCCC1)N=C=NC1CCCCC1 (dicyclohexylcarbodiimide), C(C1=CC=CC=C1)OC(=O)N[C@@H](C)C(=O)O (benzyloxycarbonylalanine), C(C)(C)(C)N1[C@H](C(=O)O)CCC1 (tert.-butyl proline). Run in O1CCCC1 (tetrahydrofuran), C(C)#N (acetonitrile). Run at time 8 hour. The product is C(C)(C)(C)N([C@@H](C)C(=O)N1[C@H](C(=O)O)CCC1)C(C(NC(C1=CC=CC=C1)=O)SC(C1=CC=CC=C1)=O)=O (tert.-butyl N-[N-benzoyl-α-(benzoylthio)glycyl]-alanylproline). Yield: 74.9%. As a reaction SMILES: [C:1]([NH:5][C@H:6]([C:8]([N:10]1[CH2:17][CH2:16][CH2:15][C@H:11]1[C:12]([OH:14])=[O:13])=[O:9])[CH3:7])([CH3:4])([CH3:3])[CH3:2].C(OC(N[C@H](C(O)=O)C)=O)C1C=CC=CC=1.C(N1CCC[C@H]1C(O)=O)(C)(C)C.C1(N=C=NC2CCCCC2)CCCCC1.[C:61]([NH:69][CH:70]([S:74][C:75](=[O:82])[C:76]1[CH:81]=[CH:80][CH:79]=[CH:78][CH:77]=1)[C:71](O)=[O:72])(=[O:68])[C:62]1[CH:67]=[CH:66][CH:65]=[CH:64][CH:63]=1>C(#N)C.O1CCCC1>[C:1]([N:5]([C:71](=[O:72])[CH:70]([S:74][C:75](=[O:82])[C:76]1[CH:77]=[CH:78][CH:79]=[CH:80][CH:81]=1)[NH:69][C:61](=[O:68])[C:62]1[CH:67]=[CH:66][CH:65]=[CH:64][CH:63]=1)[C@H:6]([C:8]([N:10]1[CH2:17][CH2:16][CH2:15][C@H:11]1[C:12]([OH:14])=[O:13])=[O:9])[CH3:7])([CH3:2])([CH3:3])[CH3:4]. Reported procedure: 12.1 g (50 millimoles) of tert.-butyl alanylproline (prepared by coupling benzyloxycarbonylalanine with tert.-butyl proline using dicyclohexylcarbodiimide, followed by hydrogenolytic elimination of the protective group) were dissolved in 150 ml of dry acetonitrile, a solution of 15.8 g (50 millimoles) of N-benzoyl-α-(benzoylthio)-glycine in 150 ml of dry tetrahydrofuran and 10.3 g (50 millimoles) of dicyclohexylcarbodiimide were added and the mixture was stirred overnight at room temperature. Th... Yields the product C(C)(C)(C)C=1C=C(C=CC1)C#CC1=NC=C(C(=O)O)C=C1 (6-(3-Tert-butylphenylethynyl)nicotinic acid). Solvent: [OH-].[K+] (KOH). Procedure details: A solution of 60 mg (0.195 mmol) of ethyl 6-(3-tert-butylphenylethynyl)nicotinate (Compound 1) in 4 ml of aqueous ethanolic KOH was stirred at room temperature for 24 hours. The mixture was concentrated in-vacuo and the residue was treated with 5 ml of water and 5 ml of ether. The aqueous layer was separated and washed with a further 5 ml of ether. The aqueous layer was then acidified with 3 ml of 10 percent HCl and extracted with 2×5 ml of ether. The ether extracts were combined and washed with... Reaction SMILES: [C:1]([C:5]1[CH:6]=[C:7]([C:11]#[C:12][C:13]2[CH:23]=[CH:22][C:16]([C:17]([O:19]CC)=[O:18])=[CH:15][N:14]=2)[CH:8]=[CH:9][CH:10]=1)([CH3:4])([CH3:3])[CH3:2]>[OH-].[K+]>[C:1]([C:5]1[CH:6]=[C:7]([C:11]#[C:12][C:13]2[CH:23]=[CH:22][C:16]([C:17]([OH:19])=[O:18])=[CH:15][N:14]=2)[CH:8]=[CH:9][CH:10]=1)([CH3:4])([CH3:2])[CH3:3] |f:1.2|. Starting materials: C(C)(C)(C)C=1C=C(C=CC1)C#CC1=NC=C(C(=O)OCC)C=C1 (ethyl 6-(3-tert-butylphenylethynyl)nicotinate), C(C)(C)(C)C=1C=C(C=CC1)C#CC1=NC=C(C(=O)OCC)C=C1 (ethyl 6-(3-tert-butylphenylethynyl)nicotinate). Starting materials: FC(C(=O)[O-])(F)F.O1C(CCCC1)ON=C(C(=O)NC1[C@@H]2N(C(=C(CS2)C[N+]2(CCCC2)CC)C(=O)OC(C2=CC=CC=C2)C2=CC=CC=C2)C1=O)C=1N=C(SC1)NC(C1=CC=CC=C1)(C1=CC=CC=C1)C1=CC=CC=C1 (benzhydryl 7-[2-(2-tetrahydropyranyl)oxyimino-2-(2-tritylaminothiazol-4-yl)acetamido]-3-(1-ethyl-1-pyrrolidinio)methyl-3-cephem-4-carboxylate trifluoroacetate), C1(=CC=CC=C1)OC (anisole), FC(C(=O)O)(F)F (trifluoroacetic acid), C(C)(C)OC(C)C (diisopropyl ether). Run in ClCCl (dichloromethane). Conditions: time 4 hour. Product: NC=1SC=C(N1)C(C(=O)NC1[C@@H]2N(C(=C(CS2)C[N+]2(CCCC2)CC)C(=O)[O-])C1=O)=NO (7-[2-(2-aminothiazol-4-yl)-2-hydroxyiminoacetamido]-3-(1-ethyl-1-pyrrolidinio)methyl-3-cephem-4-carboxylate). Isolated yield 17.0%. RXN SMILES: FC(F)(F)C([O-])=O.O1CCCCC1[O:14][N:15]=[C:16]([C:53]1[N:54]=[C:55]([NH:58]C(C2C=CC=CC=2)(C2C=CC=CC=2)C2C=CC=CC=2)[S:56][CH:57]=1)[C:17]([NH:19][CH:20]1[C:51](=[O:52])[N:22]2[C:23]([C:35]([O:37]C(C3C=CC=CC=3)C3C=CC=CC=3)=[O:36])=[C:24]([CH2:27][N+:28]3([CH2:33][CH3:34])[CH2:32][CH2:31][CH2:30][CH2:29]3)[CH2:25][S:26][C@H:21]12)=[O:18].C1(OC)C=CC=CC=1.FC(F)(F)C(O)=O.C(OC(C)C)(C)C>ClCCl>[NH2:58][C:55]1[S:56][CH:57]=[C:53]([C:16](=[N:15][OH:14])[C:17]([NH:19][CH:20]2[C:51](=[O:52])[N:22]3[C:23]([C:35]([O-:37])=[O:36])=[C:24]([CH2:27][N+:28]4([CH2:33][CH3:34])[CH2:32][CH2:31][CH2:30][CH2:29]4)[CH2:25][S:26][C@H:21]23)=[O:18])[N:54]=1 |f:0.1|. Reported procedure: To a solution of benzhydryl 7-[2-(2-tetrahydropyranyl)oxyimino-2-(2-tritylaminothiazol-4-yl)acetamido]-3-(1-ethyl-1-pyrrolidinio)methyl-3-cephem-4-carboxylate trifluoroacetate (syn isomer) (4.0 g) in dichloromethane (12 ml) were added anisole (4 ml) and trifluoroacetic acid (8 ml) under ice-cooling. After stirring for 4 hours at room temperature, the mixture was poured into diisopropyl ether (250 ml). The resulting precipitate was collected by filtration, washed with diisopropyl ether, and disso... Reactants: ClC(C(=O)N1C2=C(NC(C3=C1C=CC=C3)=O)C=CC=N2)C (11-(2-chloropropionyl)-5,11-dihydro-6H-pyrido-[2,3-b][1,4]-benzodiazepine-6-one), CN1CCNCC1 (1-methyl-piperazine). Yields the product CN1CCN(CC1)C(C(=O)N1C2=C(NC(C3=C1C=CC=C3)=O)C=CC=N2)C (5,11-dihydro-11-[2-(4-methyl-1-piperazinyl)-propionyl]-6-H-pyrido-[2,3-b][1,4]-benzodiazepine-6-one). Yield: 49.0%. RXN SMILES: Cl[CH:2]([CH3:21])[C:3]([N:5]1[C:11]2[CH:12]=[CH:13][CH:14]=[CH:15][C:10]=2[C:9](=[O:16])[NH:8][C:7]2[CH:17]=[CH:18][CH:19]=[N:20][C:6]1=2)=[O:4].[CH3:22][N:23]1[CH2:28][CH2:27][NH:26][CH2:25][CH2:24]1>>[CH3:22][N:23]1[CH2:28][CH2:27][N:26]([CH:2]([CH3:21])[C:3]([N:5]2[C:11]3[CH:12]=[CH:13][CH:14]=[CH:15][C:10]=3[C:9](=[O:16])[NH:8][C:7]3[CH:17]=[CH:18][CH:19]=[N:20][C:6]2=3)=[O:4])[CH2:25][CH2:24]1. Procedure details: Using the procedure of Example 5, the product of Step A was reacted with 1-methyl-piperazine to obtain a 49% yield of 5,11-dihydro-11-[2-(4-methyl-1-piperazinyl)-propionyl]-6-H-pyrido-[2,3-b][1,4]-benzodiazepine-6-one which melted at 223°-224° C. after crystallization from ethyl acetate. The reactants are S(=O)(Cl)Cl (thionyl chloride), OC1C2=C(OCC3=C1C=CC=C3)C=CC(=C2)C=2OCC(N2)(C)C (11-hydroxy-2-(4,4-dimethyl-2-oxazoline-2-yl)-6,11-dihydrodibenz[b,e]oxepin). Run in C(Cl)Cl (methylene chloride). Conditions: time 1 hour. The product is crude product, ClC1C2=C(OCC3=C1C=CC=C3)C=CC(=C2)C=2OCC(N2)(C)C (11-chloro-2-(4,4-dimethyl-2-oxazoline-2-yl)-6,11-dihydrodibenz[b,e]oxepin). Reaction SMILES: S(Cl)([Cl:3])=O.O[CH:6]1[C:12]2[CH:13]=[CH:14][CH:15]=[CH:16][C:11]=2[CH2:10][O:9][C:8]2[CH:17]=[CH:18][C:19]([C:21]3[O:22][CH2:23][C:24]([CH3:27])([CH3:26])[N:25]=3)=[CH:20][C:7]1=2>C(Cl)Cl>[Cl:3][CH:6]1[C:12]2[CH:13]=[CH:14][CH:15]=[CH:16][C:11]=2[CH2:10][O:9][C:8]2[CH:17]=[CH:18][C:19]([C:21]3[O:22][CH2:23][C:24]([CH3:27])([CH3:26])[N:25]=3)=[CH:20][C:7]1=2. Procedure: In this process, 1.90 g of 11-hydroxy-2-(4,4-dimethyl-2-oxazoline-2-yl)-6,11-dihydrodibenz[b,e]oxepin is dissolved in 30 ml of methylene chloride and 0.7 ml of thionyl chloride is added thereto under ice-cooling. After stirring the mixture at room temperature for one hour, the solvent is distilled away under reduced pressure to obtain a crude product of 11-chloro-2-(4,4-dimethyl-2-oxazoline-2-yl)-6,11-dihydrodibenz[b,e]oxepin. The crude product as such is dissolved in 10 ml of tetrahydrofuran wi... The reactants are C([O-])(O)=O.[Na+] (sodium bicarbonate), hydrazide, C1(=CC=CC2=CC=CC=C12)CC(C(=O)N(N)C([C@@H](N)CC1=CNC=N1)=O)CC(NCCC1=CC=CC=C1)=O (N-[(+)-2-(1-naphthylmethyl)-3-(phenethylcarbamoyl)propionyl]-L-histidine hydrazide), Cl (hydrogen chloride), C1(=CC=CC2=CC=CC=C12)CC(C(=O)N[C@@H](CC1=CNC=N1)C(=O)N=[N+]=[N-])CC(NCCC1=CC=CC=C1)=O (N-[(+)-2-(1-naphthylmethyl)-3-(phenethylcarbamoyl)propionyl]-L-histidine azide), N(=O)OCCC(C)C (isoamyl nitrite), [N-]=[N+]=[N-] (azide), C(CC(C)C)OCC([C@H](CC(C)C)N)O ((2RS, 3S)-3-amino-2-hydroxy-5-methylhexyl isoamyl ether). Solvent: C(C)N(CC)CC (triethylamine), CN(C=O)C (N,N-dimethylformamide), CN(C=O)C (N,N-dimethylformamide), CN(C=O)C (N,N-dimethylformamide), C(C)N(CC)CC (triethylamine). Yields the product C(CC(C)C)OCC([C@H](CC(C)C)NC([C@@H](NC(C(CC(NCCC1=CC=CC=C1)=O)CC1=CC=CC2=CC=CC=C12)=O)CC1=CNC=N1)=O)O ((2RS, 3S)-3-{N-[(+)-2-(1-naphthylmethyl)-3-(phenethylcarbamoyl)-propionyl]-L-histidyl}amino-2-hydroxy-5-methylhexyl isoamyl ether). As a reaction SMILES: [C:1]1([CH2:11][CH:12]([CH2:27][C:28](=[O:38])[NH:29][CH2:30][CH2:31][C:32]2[CH:37]=[CH:36][CH:35]=[CH:34][CH:33]=2)[C:13](N(C(=O)[C@H](CC2N=CNC=2)N)N)=[O:14])[C:10]2[C:5](=[CH:6][CH:7]=[CH:8][CH:9]=2)[CH:4]=[CH:3][CH:2]=1.Cl.N(OCCC(C)C)=O.C1(CC(CC(=O)NCCC2C=CC=CC=2)C([NH:62][C@H:63]([C:70]([N:72]=[N+]=[N-])=[O:71])[CH2:64][C:65]2[N:69]=[CH:68][NH:67][CH:66]=2)=O)C2C(=CC=CC=2)C=CC=1.[N-]=[N+]=[N-].[CH2:90]([O:95][CH2:96][CH:97]([OH:104])[C@@H:98](N)[CH2:99][CH:100]([CH3:102])[CH3:101])[CH2:91][CH:92]([CH3:94])[CH3:93].C(=O)(O)[O-].[Na+]>CN(C)C=O.C(N(CC)CC)C>[CH2:90]([O:95][CH2:96][CH:97]([OH:104])[C@@H:98]([NH:72][C:70](=[O:71])[C@H:63]([CH2:64][C:65]1[N:69]=[CH:68][NH:67][CH:66]=1)[NH:62][C:13](=[O:14])[CH:12]([CH2:11][C:1]1[C:10]2[C:5](=[CH:6][CH:7]=[CH:8][CH:9]=2)[CH:4]=[CH:3][CH:2]=1)[CH2:27][C:28](=[O:38])[NH:29][CH2:30][CH2:31][C:32]1[CH:37]=[CH:36][CH:35]=[CH:34][CH:33]=1)[CH2:99][CH:100]([CH3:102])[CH3:101])[CH2:91][CH:92]([CH3:94])[CH3:93] |f:6.7|. Procedure details: To a solution of 115 mg of N-[(+)-2-(1-naphthylmethyl)-3-(phenethylcarbamoyl)propionyl]-L-histidine hydrazide in 2 ml of N,N-dimethylformamide were added successively dropwise 0.16 ml of a dry 5.1N-hydrogen chloride in N,N-dimethylformamide solution and 0.04 ml of isoamyl nitrite under ice-cooling, and mixture was stirred. After disappearance of hydrazide compound, the reaction mixture was cooled to -30° C., and neutralized by adding 0.11 ml of triethylamine to prepare a solution of N-[(+)-2-(1-... Reactants: O=C1CC(CN1C1=CC(=CC=C1)C(F)(F)F)CN1N=CC(=C1)C(=O)O (1-[5-Oxo-1-(3-trifluoromethyl-phenyl)-pyrrolidin-3-ylmethyl]-1H-pyrazole-4-carboxylic acid), NC=1C(N(C(NC1N)=O)CCC)=O (5,6-Diamino-3-propyl-1H-pyrimidine-2,4-dione), CCN=C=NCCCN(C)C (EDCI). Run in CO (MeOH). Reaction conditions: time 8 hour. Yields the product NC1=C(C(N(C(N1)=O)CCC)=O)NC(=O)C=1C=NN(C1)CC1CN(C(C1)=O)C1=CC(=CC=C1)C(F)(F)F (1-[5-Oxo-1-(3-trifluoromethyl-phenyl)-pyrrolidin-3-ylmethyl]-1H-pyrazole-4-carboxylic acid (6-amino-2,4-dioxo-3-propyl-1,2,3,4-tetrahydro-pyrimidin-5-yl)-amide). Isolated yield 88.4%. RXN SMILES: [O:1]=[C:2]1[N:6]([C:7]2[CH:12]=[CH:11][CH:10]=[C:9]([C:13]([F:16])([F:15])[F:14])[CH:8]=2)[CH2:5][CH:4]([CH2:17][N:18]2[CH:22]=[C:21]([C:23](O)=[O:24])[CH:20]=[N:19]2)[CH2:3]1.[NH2:26][C:27]1[C:28](=[O:38])[N:29]([CH2:35][CH2:36][CH3:37])[C:30](=[O:34])[NH:31][C:32]=1[NH2:33].CCN=C=NCCCN(C)C>CO>[NH2:33][C:32]1[NH:31][C:30](=[O:34])[N:29]([CH2:35][CH2:36][CH3:37])[C:28](=[O:38])[C:27]=1[NH:26][C:23]([C:21]1[CH:20]=[N:19][N:18]([CH2:17][CH:4]2[CH2:3][C:2](=[O:1])[N:6]([C:7]3[CH:12]=[CH:11][CH:10]=[C:9]([C:13]([F:16])([F:15])[F:14])[CH:8]=3)[CH2:5]2)[CH:22]=1)=[O:24]. Procedure: To a stirred solution of 1-[5-Oxo-1-(3-trifluoromethyl-phenyl)-pyrrolidin-3-ylmethyl]-1H-pyrazole-4-carboxylic acid (1 g, 2.83 mmol) and 5,6-Diamino-3-propyl-1H-pyrimidine-2,4-dione (521 mg, 2.83 mmol) in MeOH (40 mL) was added EDCI (813 mg, 4.24 mmol) under argon atmosphere. After stirring at overnight at room temperature the reaction mixture was quenched with water (10 mL) and white solid was precipitated out. The solid was filtered and washed with water to give the crude product which on puri... The reactants are [H-].[Al+3].[Li+].[H-].[H-].[H-] (lithium aluminum hydride), [OH-].[Na+] (sodium hydroxide), C(C)(=O)NCCC=C1C2=C(C=CC3=C1C=CC=C3)C=CC=C2 (5-(3-Acetamidopropylidene)-5H-dibenzo[a,d]cycloheptene), [H-] (hydride). The solvent is CCOCC (ether), O (water), CCOCC (ether). Reaction conditions: time 2 hour. Yields the product C(C)NCCC=C1C2=C(C=CC3=C1C=CC=C3)C=CC=C2 (5-(3-ethylaminopropylidene)-5H-dibenzo[a,d]cycloheptene). Reaction SMILES: [C:1]([NH:4][CH2:5][CH2:6][CH:7]=[C:8]1[C:14]2[CH:15]=[CH:16][CH:17]=[CH:18][C:13]=2[CH:12]=[CH:11][C:10]2[CH:19]=[CH:20][CH:21]=[CH:22][C:9]1=2)(=O)[CH3:2].[H-].[Al+3].[Li+].[H-].[H-].[H-].[H-].[OH-].[Na+]>CCOCC.O>[CH2:1]([NH:4][CH2:5][CH2:6][CH:7]=[C:8]1[C:14]2[CH:15]=[CH:16][CH:17]=[CH:18][C:13]=2[CH:12]=[CH:11][C:10]2[CH:19]=[CH:20][CH:21]=[CH:22][C:9]1=2)[CH3:2] |f:1.2.3.4.5.6,8.9|. Procedure details: 5-(3-Acetamidopropylidene)-5H-dibenzo[a,d]cycloheptene is dissolved in absolute ether. The solution is added dropwise to a stirred solution of lithium aluminum hydride in ether, containing 1.25 molar equivalents of the hydride. The mixture is stirred for 2 hours at room temperature, then for 15 hours at reflux. The mixture is then cooled and stirred while water is added cautiously, followed by sodium hydroxide solution. The ether layer is separated, washed with water and dried over sodium sulfat...